From a dataset of the Open Reaction Database (ORD), a public repository of structured organic reaction records. describe an organic reaction: reactants, conditions, products, and yield Starting materials: C, CO, N#Cc1ccc([N+](=O)[O-])cc1F, [Pd]. Product: N#Cc1ccc(N)cc1F. RXN SMILES: [C:15].[CH3:13][OH:14].[F:1][c:2]1[c:3]([C:4]#[N:5])[cH:6][cH:7][c:8]([N+:10]([O-:11])=[O:12])[cH:9]1.[Pd:16]>>[F:1][c:2]1[c:3]([C:4]#[N:5])[cH:6][cH:7][c:8]([NH2:10])[cH:9]1. The reactants are Oc1ccc(-c2ccc(Br)cc2)cc1, C1CCOC1, COc1ncccc1CO, CC(C)OC(=O)N=NC(=O)OC(C)C, c1ccc(P(c2ccccc2)c2ccccc2)cc1. Product: COc1ncccc1COc1ccc(-c2ccc(Br)cc2)cc1. Reaction SMILES: [Br:44][c:45]1[cH:46][cH:47][c:48](-[c:51]2[cH:52][cH:53][c:54]([OH:57])[cH:55][cH:56]2)[cH:49][cH:50]1.[CH2:58]1[O:59][CH2:60][CH2:61][CH2:62]1.[CH3:34][O:35][c:36]1[n:37][cH:38][cH:39][cH:40][c:41]1[CH2:42][OH:43].[O:20]=[C:21]([O:22][CH:23]([CH3:24])[CH3:25])[N:26]=[N:27][C:28]([O:29][CH:30]([CH3:31])[CH3:32])=[O:33].[c:1]1([P:2]([c:3]2[cH:4][cH:5][cH:6][cH:7][cH:8]2)[c:9]2[cH:10][cH:11][cH:12][cH:13][cH:14]2)[cH:15][cH:16][cH:17][cH:18][cH:19]1>>[CH3:34][O:35][c:36]1[n:37][cH:38][cH:39][cH:40][c:41]1[CH2:42][O:43][c:54]1[cH:53][cH:52][c:51](-[c:48]2[cH:47][cH:46][c:45]([Br:44])[cH:50][cH:49]2)[cH:56][cH:55]1. The reactants are C(CC)OC1=C(C=C(C=C1)S(=O)(=O)N1CCOCC1)C1=NC2=C(C=CC=C2C(N1)=O)Br (2-(2-n-propoxy-5-morpholinosulfonylphenyl)-8-bromoquinazolin-4(3H)-one), C1(=CC=CC=C1)CCC=CC (5-phenyl-2-pentene). Product: C(CC)OC1=C(C=C(C=C1)S(=O)(=O)N1CCOCC1)C1=NC2=C(C=CC=C2C(N1)=O)C(CC)=CCC1=CC=CC=C1 (2-(2-n-Propoxy-5-Morpholinosulfonylphenyl)-8-(5-Phenyl-3-Penten-3-yl)Quinazolin-4(3H)-One). The yield is 39.0%. As a reaction SMILES: [CH2:1]([O:4][C:5]1[CH:10]=[CH:9][C:8]([S:11]([N:14]2[CH2:19][CH2:18][O:17][CH2:16][CH2:15]2)(=[O:13])=[O:12])=[CH:7][C:6]=1[C:20]1[NH:29][C:28](=[O:30])[C:27]2[C:22](=[C:23](Br)[CH:24]=[CH:25][CH:26]=2)[N:21]=1)[CH2:2][CH3:3].[C:32]1([CH2:38][CH2:39][CH:40]=[CH:41][CH3:42])[CH:37]=[CH:36][CH:35]=[CH:34][CH:33]=1>>[CH2:1]([O:4][C:5]1[CH:10]=[CH:9][C:8]([S:11]([N:14]2[CH2:19][CH2:18][O:17][CH2:16][CH2:15]2)(=[O:13])=[O:12])=[CH:7][C:6]=1[C:20]1[NH:29][C:28](=[O:30])[C:27]2[C:22](=[C:23]([C:40](=[CH:39][CH2:38][C:32]3[CH:37]=[CH:36][CH:35]=[CH:34][CH:33]=3)[CH2:41][CH3:42])[CH:24]=[CH:25][CH:26]=2)[N:21]=1)[CH2:2][CH3:3]. Procedure: The title compounds are prepared analogously to the method of Example 1, starting with 2-(2-n-propoxy-5-morpholinosulfonylphenyl)-8-bromoquinazolin-4(3H)-one and 5-phenyl-2-pentene, respectively. Yields the product COC(=O)CCC(C(N)=O)N1Cc2c(OCc3cn4ccccc4n3)cccc2C1=O. Reactants: C1CCOC1, COC(=O)CCC(C(N)=O)N1Cc2c(O)cccc2C1=O, CC(C)OC(=O)N=NC(=O)OC(C)C, OCc1cn2ccccc2n1. As a reaction SMILES: [CH2:47]1[O:48][CH2:49][CH2:50][CH2:51]1.[NH2:15][C:16]([CH:17]([CH2:18][CH2:19][C:20](=[O:21])[O:22][CH3:23])[N:24]1[C:25](=[O:34])[c:26]2[cH:27][cH:28][cH:29][c:30]([OH:33])[c:31]2[CH2:32]1)=[O:35].[O:1]=[C:2]([O:3][CH:4]([CH3:5])[CH3:6])[N:7]=[N:8][C:9]([O:10][CH:11]([CH3:12])[CH3:13])=[O:14].[n:36]1[c:37]([CH2:45][OH:46])[cH:38][n:39]2[c:40]1[cH:41][cH:42][cH:43][cH:44]2>>[NH2:15][C:16]([CH:17]([CH2:18][CH2:19][C:20](=[O:21])[O:22][CH3:23])[N:24]1[C:25](=[O:34])[c:26]2[cH:27][cH:28][cH:29][c:30]([O:33][CH2:45][c:37]3[n:36][c:40]4[n:39]([cH:38]3)[cH:44][cH:43][cH:42][cH:41]4)[c:31]2[CH2:32]1)=[O:35]. The reactants are CC(C)C[Al+]CC(C)C, COC(=O)CCc1c(Cl)ncn1COCC[Si](C)(C)C, Cc1ccccc1, [H-]. Product: C[Si](C)(C)CCOCn1cnc(Cl)c1CCC=O. RXN SMILES: [CH2:22]([Al+:23][CH2:24][CH:25]([CH3:26])[CH3:27])[CH:28]([CH3:29])[CH3:30].[CH3:1][O:2][C:3]([CH2:4][CH2:5][c:6]1[n:7]([CH2:12][O:13][CH2:14][CH2:15][Si:16]([CH3:17])([CH3:18])[CH3:19])[cH:8][n:9][c:10]1[Cl:11])=[O:20].[CH3:31][c:32]1[cH:33][cH:34][cH:35][cH:36][cH:37]1.[H-:21]>>[O:2]=[CH:3][CH2:4][CH2:5][c:6]1[n:7]([CH2:12][O:13][CH2:14][CH2:15][Si:16]([CH3:17])([CH3:18])[CH3:19])[cH:8][n:9][c:10]1[Cl:11]. Reactants: CCOC(C)=O, CC(C)Nc1ccncc1S(N)(=O)=O, CC(C)O, Cl. Product: CC(C)N1CNS(=O)(=O)c2cnccc21. As a reaction SMILES: [CH3:15][CH2:16][O:17][C:18](=[O:19])[CH3:20].[CH:1]([CH3:2])([CH3:3])[NH:4][c:5]1[c:6]([S:11](=[O:12])(=[O:13])[NH2:14])[cH:7][n:8][cH:9][cH:10]1.[CH:22]([OH:23])([CH3:24])[CH3:25].[ClH:21]>>[CH:1]([CH3:2])([CH3:3])[N:4]1[c:5]2[c:6]([cH:7][n:8][cH:9][cH:10]2)[S:11](=[O:12])(=[O:13])[NH:14][CH2:15]1. Starting materials: BrC1=C(CNC(=S)NN=C(C(=O)OC)C)C=C(C=C1)F (Methyl 2-(2-(2-bromo-5-fluorobenzylcarbamothioyl)hydrazono)propanoate), CO[Na] (MeONa), [Na] (sodium). The solvent is CO (methanol), CO (methanol). Yields the product BrC1=C(CN2C(NN=C(C2=O)C)=S)C=C(C=C1)F (4-(2-bromo-5-fluorobenzyl)-6-methyl-3-thioxo-3,4-dihydro-1,2,4-triazin-5(2H)-one). RXN SMILES: CO[Na].[Na].[Br:5][C:6]1[CH:23]=[CH:22][C:21]([F:24])=[CH:20][C:7]=1[CH2:8][NH:9][C:10]([NH:12][N:13]=[C:14]([CH3:19])[C:15](OC)=[O:16])=[S:11]>CO>[Br:5][C:6]1[CH:23]=[CH:22][C:21]([F:24])=[CH:20][C:7]=1[CH2:8][N:9]1[C:15](=[O:16])[C:14]([CH3:19])=[N:13][NH:12][C:10]1=[S:11] |^1:3|. Reported procedure: To a solution of MeONa (0.4 M) in methanol (30 mL), freshly prepared from sodium (273 mg, 11.88 mmol) and dry methanol (30 mL), was added methyl 2-(2-(2-bromo-5-fluorobenzylcarbamothioyl)hydrazono)propanoate (15, 1.434 g, 3.96 mmol). The mixture was heated at reflux for 22 h. Most of the solvent was evaporated. The residue was diluted with water (100 mL), acidified with 2 N HCl to pH=1˜2, and then extracted with EtOAc (50 mL×2). The extracts were washed with brine, dried over MgSO4, and concentr... The reactants are CC1(OB(OC1(C)C)C=1C=CC2=C(N=C(O2)C2CCN(CC2)C(=O)OC(C)(C)C)C1)C (tert-butyl 4-(5-(4,4,5,5-tetramethyl-1,3,2-dioxaborolan-2-yl)benzo[d]oxazol-2-yl)piperidine-1-carboxylate), BrC1=CC(=C(C=C1)S(=O)(=O)C)F (4-bromo-2-fluoro-1-(methylsulfonyl)benzene). Product: FC=1C=C(C=CC1S(=O)(=O)C)C=1C=CC2=C(N=C(O2)C2CCN(CC2)C(=O)OC(C)(C)C)C1 (Tert-butyl 4-{5-[3-fluoro-4-(methylsulfonyl)phenyl]benzo[d]oxazol-2-yl}piperidine-1-carboxylate). The yield is 27.5%. As a reaction SMILES: CC1(C)C(C)(C)OB([C:9]2[CH:10]=[CH:11][C:12]3[O:16][C:15]([CH:17]4[CH2:22][CH2:21][N:20]([C:23]([O:25][C:26]([CH3:29])([CH3:28])[CH3:27])=[O:24])[CH2:19][CH2:18]4)=[N:14][C:13]=3[CH:30]=2)O1.Br[C:33]1[CH:38]=[CH:37][C:36]([S:39]([CH3:42])(=[O:41])=[O:40])=[C:35]([F:43])[CH:34]=1>>[F:43][C:35]1[CH:34]=[C:33]([C:9]2[CH:10]=[CH:11][C:12]3[O:16][C:15]([CH:17]4[CH2:22][CH2:21][N:20]([C:23]([O:25][C:26]([CH3:28])([CH3:29])[CH3:27])=[O:24])[CH2:19][CH2:18]4)=[N:14][C:13]=3[CH:30]=2)[CH:38]=[CH:37][C:36]=1[S:39]([CH3:42])(=[O:41])=[O:40]. Procedure details: Following the General Procedure-1, the titled compound (30 mg) was prepared from Intermediate 8 (100 mg, 0.23 mmol) and 4-bromo-2-fluoro-1-(methylsulfonyl)benzene (70 mg, 0.37 mmol) as an off-white solid. M.P.: 174.3-177.5° C. 1H-NMR (δ ppm, CDCl3, 400 MHz): 8.03 (t, J 7.9, 1H), 7.88 (d, J 1.6, 1H), 7.61-7.51 (m, 3H), 7.46 (dd, J 1.6, 11.1, 1H), 4.15 (d, J 11.2, 2H), 3.26 (s, 3H), 3.20-3.11 (m, 1H), 3.00 (t, J 12.2, 2H), 2.20-2.12 (m, 2H), 1.98-1.84 (m, 2H), 1.48 (s, 9H). The reactants are ClC=1C=CC(=C(C#N)C1)SCC (5-chloro-2-(ethylsulfanyl)benzonitrile), [H-].[Al+3].[Li+].[H-].[H-].[H-] (lithium aluminum hydride), O.O.O.O.O.O.O.O.O.O.[O-]S(=O)(=O)[O-].[Na+].[Na+] (sodium sulfate 10 hydrate). Solvent: O1CCCC1 (tetrahydrofuran), O1CCCC1 (tetrahydrofuran). Conditions: time 3 hour. The product is Cl.ClC=1C=CC(=C(C1)CN)SCC (1-[5-chloro-2-(ethylsulfanyl)phenyl]methanamine hydrochloride). Yield: 132.1%. As a reaction SMILES: [H-].[Al+3].[Li+].[H-].[H-].[H-].[Cl:7][C:8]1[CH:9]=[CH:10][C:11]([S:16][CH2:17][CH3:18])=[C:12]([CH:15]=1)[C:13]#[N:14].O.O.O.O.O.O.O.O.O.O.[O-]S([O-])(=O)=O.[Na+].[Na+]>O1CCCC1>[ClH:7].[Cl:7][C:8]1[CH:9]=[CH:10][C:11]([S:16][CH2:17][CH3:18])=[C:12]([CH2:13][NH2:14])[CH:15]=1 |f:0.1.2.3.4.5,7.8.9.10.11.12.13.14.15.16.17.18.19,21.22|. Procedure: (Step 2) To a suspension of lithium aluminum hydride (1.7 g) in tetrahydrofuran (300 ml) was added a solution of 5-chloro-2-(ethylsulfanyl)benzonitrile obtained in Step 1 (7.4 g) in tetrahydrofuran (20 ml) at 0° C. The mixture was stirred at room temperature for 3 hr, and treated with sodium sulfate 10 hydrate. The mixture was further stirred at room temperature for 30 min, and the inorganic substance was filtered off through celite. The filtrate was concentrated under reduced pressure. The resi...